This data is from the Open Reaction Database (ORD), a public repository of structured organic reaction records. The task is: describe an organic reaction: reactants, conditions, products, and yield Starting materials: CCOC(=O)c1ccc(OCCCCCCBr)cc1, [NH4+], [OH-], O, O=S(=O)(O)O. Yields the product O=C(O)c1ccc(OCCCCCCBr)cc1. Reaction SMILES: [Br:6][CH2:7][CH2:8][CH2:9][CH2:10][CH2:11][CH2:12][O:13][c:14]1[cH:15][cH:16][c:17]([C:18](=[O:19])[O:20][CH2:21][CH3:22])[cH:23][cH:24]1.[NH4+:25].[OH-:26].[OH2:27].[S:1](=[O:2])(=[O:3])([OH:4])[OH:5]>>[Br:6][CH2:7][CH2:8][CH2:9][CH2:10][CH2:11][CH2:12][O:13][c:14]1[cH:15][cH:16][c:17]([C:18](=[O:19])[OH:20])[cH:23][cH:24]1.